Task: describe an organic reaction: reactants, conditions, products, and yield. Dataset: the Open Reaction Database (ORD), a public repository of structured organic reaction records The reactants are C([O-])([O-])=O.[K+].[K+] (potassium carbonate), C(C)(=O)O[C@H]1CC[C@H](CC1)N1C(N(C=2C1=NC=C(C2)C#N)CC2=CC(=C(C=C2)OC)Cl)=O (3-(cis-4-acetoxycyclohexyl)-1-(3-chloro-4-methoxybenzyl)-6-cyano-2,3-dihydro-1H-imidazo[4,5-b]pyridin-2-one), C([O-])([O-])=O.[K+].[K+] (potassium carbonate), C([O-])([O-])=O.[K+].[K+] (potassium carbonate), O (water). Run in CO (methanol). Reaction conditions: time 2 hour. The product is ClC=1C=C(CN2C(N(C3=NC=C(C=C32)C#N)[C@@H]3CC[C@@H](CC3)O)=O)C=CC1OC (1-(3-chloro-4-methoxybenzyl)-6-cyano-3-(cis-4-hydroxycyclohexyl)-2,3-dihydro-1H-imidazo[4,5-b]pyridin-2-one). Yield: 36.7%. RXN SMILES: C([O:4][C@@H:5]1[CH2:10][CH2:9][C@H:8]([N:11]2[C:15]3=[N:16][CH:17]=[C:18]([C:20]#[N:21])[CH:19]=[C:14]3[N:13]([CH2:22][C:23]3[CH:28]=[CH:27][C:26]([O:29][CH3:30])=[C:25]([Cl:31])[CH:24]=3)[C:12]2=[O:32])[CH2:7][CH2:6]1)(=O)C.C(=O)([O-])[O-].[K+].[K+].O>CO>[Cl:31][C:25]1[CH:24]=[C:23]([CH:28]=[CH:27][C:26]=1[O:29][CH3:30])[CH2:22][N:13]1[C:14]2[C:15](=[N:16][CH:17]=[C:18]([C:20]#[N:21])[CH:19]=2)[N:11]([C@H:8]2[CH2:7][CH2:6][C@@H:5]([OH:4])[CH2:10][CH2:9]2)[C:12]1=[O:32] |f:1.2.3|. Procedure: To a suspension of 3-(cis-4-acetoxycyclohexyl)-1-(3-chloro-4-methoxybenzyl)-6-cyano-2,3-dihydro-1H-imidazo[4,5-b]pyridin-2-one (150 mg) in methanol (3 ml) was added potassium carbonate (180 mg). The mixture was stirred at ambient temperature for 2 hours, then potassium carbonate (180 mg) was added thereto. After stirring for 2 hours, the mixture was added with potassium carbonate (180 mg). After stirring overnight, the mixture was added with water and extracted with chloroform. The extracts were... Reactants: COC(C1=CN=C(C=C1)OCC=1C(=NOC1C=O)C1=CC=C(C=C1)F)=O (6-[3-(4-Fluoro-phenyl)-5-formyl-isoxazol-4-ylmethoxy]-nicotinic acid methyl ester), [BH4-].[Na+] (sodium borohydride), C(CC(O)(C(=O)O)CC(=O)O)(=O)O (citric acid), C(C)(=O)OCC (ethyl acetate). Run in CO (methanol). Yields the product COC(C1=CN=C(C=C1)OCC=1C(=NOC1CO)C1=CC=C(C=C1)F)=O (6-[3-(4-fluoro-phenyl)-5-hydroxymethyl-isoxazol-4-ylmethoxy]-nicotinic acid methyl ester). The yield is 103.4%. Reaction SMILES: [CH3:1][O:2][C:3](=[O:26])[C:4]1[CH:9]=[CH:8][C:7]([O:10][CH2:11][C:12]2[C:13]([C:19]3[CH:24]=[CH:23][C:22]([F:25])=[CH:21][CH:20]=3)=[N:14][O:15][C:16]=2[CH:17]=[O:18])=[N:6][CH:5]=1.[BH4-].[Na+].C(O)(=O)CC(CC(O)=O)(C(O)=O)O.C(OCC)(=O)C>CO>[CH3:1][O:2][C:3](=[O:26])[C:4]1[CH:9]=[CH:8][C:7]([O:10][CH2:11][C:12]2[C:13]([C:19]3[CH:20]=[CH:21][C:22]([F:25])=[CH:23][CH:24]=3)=[N:14][O:15][C:16]=2[CH2:17][OH:18])=[N:6][CH:5]=1 |f:1.2|. Procedure: 6-[3-(4-Fluoro-phenyl)-5-formyl-isoxazol-4-ylmethoxy]-nicotinic acid methyl ester (2.50 g, 7.02 mmol) and sodium borohydride (553 mg, 14.0 mmol) in methanol (125 mL) were stirred for 2 h at room temperature. Addition of 10% aqueous citric acid (200 mL) and extraction with ethyl acetate yielded 6-[3-(4-fluoro-phenyl)-5-hydroxymethyl-isoxazol-4-ylmethoxy]-nicotinic acid methyl ester (2.60 g, quant.) as white solid. MS: m/e=359.2 [M+H]+. The reactants are CCO, COCCOC(=O)COc1c(C)c(C)c2c(c1C)C=CC(C)(COc1ccc(CC3SC(=O)NC3=O)cc1)O2. Yields the product COCCOC(=O)COc1c(C)c(C)c2c(c1C)CCC(C)(COc1ccc(CC3SC(=O)NC3=O)cc1)O2. Reaction SMILES: [CH3:40][CH2:41][OH:42].[O:1]=[C:2]1[S:3][CH:4]([CH2:8][c:9]2[cH:10][cH:11][c:12]([O:13][CH2:14][C:15]3([CH3:37])[O:16][c:17]4[c:18]([CH3:36])[c:19]([CH3:35])[c:20]([O:26][CH2:27][C:28](=[O:29])[O:30][CH2:31][CH2:32][O:33][CH3:34])[c:21]([CH3:25])[c:22]4[CH:23]=[CH:24]3)[cH:38][cH:39]2)[C:5](=[O:7])[NH:6]1>>[O:1]=[C:2]1[S:3][CH:4]([CH2:8][c:9]2[cH:10][cH:11][c:12]([O:13][CH2:14][C:15]3([CH3:37])[O:16][c:17]4[c:18]([CH3:36])[c:19]([CH3:35])[c:20]([O:26][CH2:27][C:28](=[O:29])[O:30][CH2:31][CH2:32][O:33][CH3:34])[c:21]([CH3:25])[c:22]4[CH2:23][CH2:24]3)[cH:38][cH:39]2)[C:5](=[O:7])[NH:6]1. Reactants: OC1=C(C=CC(=C1)O)N1N=NC(=C1C1=CC=C(C=C1)F)C(=O)O (1-(2,4-Dihydroxy-phenyl)-5-(4-fluoro-phenyl)-1H-[1,2,3]triazole-4-carboxylic acid), CCO (EtOH). Reagents/catalysts: OS(=O)(=O)O (H2SO4). The product is C(C)OC(=O)C=1N=NN(C1C1=CC=C(C=C1)F)C1=C(C=C(C=C1)O)O (1-(2,4-Dihydroxy-phenyl)-5-(4-fluoro-phenyl)-1H-[1,2,3]triazole-4-carboxylic acid ethyl ester). RXN SMILES: [OH:1][C:2]1[CH:7]=[C:6]([OH:8])[CH:5]=[CH:4][C:3]=1[N:9]1[C:13]([C:14]2[CH:19]=[CH:18][C:17]([F:20])=[CH:16][CH:15]=2)=[C:12]([C:21]([OH:23])=[O:22])[N:11]=[N:10]1.[CH3:24][CH2:25]O>OS(O)(=O)=O>[CH2:24]([O:22][C:21]([C:12]1[N:11]=[N:10][N:9]([C:3]2[CH:4]=[CH:5][C:6]([OH:8])=[CH:7][C:2]=2[OH:1])[C:13]=1[C:14]1[CH:15]=[CH:16][C:17]([F:20])=[CH:18][CH:19]=1)=[O:23])[CH3:25]. Procedure: 1-(2,4-Dihydroxy-phenyl)-5-(4-fluoro-phenyl)-1H-[1,2,3]triazole-4-carboxylic acid (0.15 g, 0.48 mmol) was refluxed in EtOH (20 mL) in the presence of 5 drops of concentrated H2SO4 for 3 hours. After evaporation of the solvent, EtOAc (20 mL) was added. The organic layer was then washed with sat. NaHCO3 (2×10 mL) and brine (20 mL), dried with NaSO4 and filtered. After evaporation of the solvent, light brown semi-solids (93 mg, 57%) were obtained and purified by prep. TLC (Rf=0.73, EtOAc). Starting materials: FC(C(=O)O)(F)F (trifluoroacetic acid), ClC1=C(C=CC2=C1C(N1[C@H](C=3N2C=NC3C(=O)O)CC1)=O)F ((S)-8-chloro-7-fluoro-12,12a-dihydro-9-oxo-9H,11H-azeto[2,1-c]-imidazo[1,5-a][1,4]benzodiazepine-1-carboxylic acid), CN(C=O)C (N,N-dimethylformamide), phthaloylglycine amidoxime, C(=O)(N1C=NC=C1)N1C=NC=C1 (1,1'-carbonyldiimidazole). Reaction conditions: time 1 hour. Product: ClC1=C(C=CC2=C1C(N1[C@H](C=3N2C=NC3C3=NC(=NO3)CN3C(C=2C(C3=O)=CC=CC2)=O)CC1)=O)F ((S)-8-chloro-7-fluoro-12,12a-dihydro-1-(3-phthalimidomethyl-1,2,4-oxadiazol-5-yl)-9H,11H-azeto[2,1-c]imidazo[1,5-a][1,4]benzodiazepin-9-one). Yield: 54.0%. RXN SMILES: [Cl:1][C:2]1[C:7]2[C:8](=[O:21])[N:9]3[CH2:20][CH2:19][C@H:10]3[C:11]3[N:12]([CH:13]=[N:14][C:15]=3[C:16](O)=[O:17])[C:6]=2[CH:5]=[CH:4][C:3]=1[F:22].C([N:30]1C=C[N:32]=[CH:31]1)(N1C=CN=C1)=O.F[C:36](F)(F)[C:37]([OH:39])=O.[CH3:42][N:43](C)[CH:44]=[O:45]>>[Cl:1][C:2]1[C:7]2[C:8](=[O:21])[N:9]3[CH2:20][CH2:19][C@H:10]3[C:11]3[N:12]([CH:13]=[N:14][C:15]=3[C:16]3[O:17][N:30]=[C:31]([CH2:42][N:43]4[C:37](=[O:39])[C:36]5=[CH:4][CH:3]=[CH:2][CH:7]=[C:6]5[C:44]4=[O:45])[N:32]=3)[C:6]=2[CH:5]=[CH:4][C:3]=1[F:22]. Procedure: 10 g (31.09 mmol) of (S)-8-chloro-7-fluoro-12,12a-dihydro-9-oxo-9H,11H-azeto[2,1-c]-imidazo[1,5-a][1,4]benzodiazepine-1-carboxylic acid were dissolved in 100 ml of N,N-dimethylformamide, treated portionwise with 6.05 g (37.3 mmol) of 1,1'-carbonyldiimidazole and stirred at room temperature for 1 hour. After adding 6.8 g (31.09 mmol) of phthaloylglycine amidoxime the mixture was stirred at room temperature overnight, 10 ml of trifluoroacetic acid were added and the mixture was stirred at 90° over... Starting materials: BrC=1C=NC(=NC1)N1CCC(CC1)(C(=O)O)C (1-(5-bromopyrimidin-2-yl)-4-methylpiperidine-4-carboxylic acid), C([O-])([O-])=O.[Cs+].[Cs+] (cesium carbonate), FC(S(=O)(=O)OC=1C=C(C2=C(N=C(S2)NC(=O)NCC)C1)/C=N/OC)(F)F ((E)-2-(3-ethylureido)-7-((methoxyimino)methyl)benzo[d]thiazol-5-yl trifluoromethanesulfonate), C(C)(=O)[O-].[K+] (potassium acetate), N#N (N2). Reagents/catalysts: [Pd](Cl)Cl.C1(=CC=CC=C1)P([C-]1C=CC=C1)C1=CC=CC=C1.[C-]1(C=CC=C1)P(C1=CC=CC=C1)C1=CC=CC=C1.[Fe+2] (1,1′-bis(diphenylphosphino)ferrocene palladium(II)chloride), [Pd](Cl)Cl.C1(=CC=CC=C1)P([C-]1C=CC=C1)C1=CC=CC=C1.[C-]1(C=CC=C1)P(C1=CC=CC=C1)C1=CC=CC=C1.[Fe+2] (1,1′-bis(diphenylphosphino)ferrocene palladium(II)chloride). Solvent: CN(C)C=O (DMF). Reaction conditions: temperature 80 celsius. Yields the product C(C)NC(NC=1SC2=C(N1)C=C(C=C2/C=N/OC)C=2C=NC(=NC2)N2CCC(CC2)(C(=O)O)C)=O ((E)-1-(5-(2-(3-Ethylureido)-7-((methoxyimino)methyl)benzo[d]thiazol-5-yl)pyrimidin-2-yl)-4-methylpiperidine-4-carboxylic acid). RXN SMILES: FC(F)(F)S(O[C:7]1[CH:8]=[C:9](/[CH:22]=[N:23]/[O:24][CH3:25])[C:10]2[S:14][C:13]([NH:15][C:16]([NH:18][CH2:19][CH3:20])=[O:17])=[N:12][C:11]=2[CH:21]=1)(=O)=O.C([O-])(=O)C.[K+].N#N.Br[C:36]1[CH:37]=[N:38][C:39]([N:42]2[CH2:47][CH2:46][C:45]([CH3:51])([C:48]([OH:50])=[O:49])[CH2:44][CH2:43]2)=[N:40][CH:41]=1.C(=O)([O-])[O-].[Cs+].[Cs+]>CN(C=O)C.[Pd](Cl)Cl.C1(P(C2C=CC=CC=2)[C-]2C=CC=C2)C=CC=CC=1.[C-]1(P(C2C=CC=CC=2)C2C=CC=CC=2)C=CC=C1.[Fe+2]>[CH2:19]([NH:18][C:16](=[O:17])[NH:15][C:13]1[S:14][C:10]2[C:9](/[CH:22]=[N:23]/[O:24][CH3:25])=[CH:8][C:7]([C:36]3[CH:41]=[N:40][C:39]([N:42]4[CH2:47][CH2:46][C:45]([CH3:51])([C:48]([OH:50])=[O:49])[CH2:44][CH2:43]4)=[N:38][CH:37]=3)=[CH:21][C:11]=2[N:12]=1)[CH3:20] |f:1.2,5.6.7,9.10.11.12|. Reported procedure: A stirred solution of (E)-2-(3-ethylureido)-7-((methoxyimino)methyl)benzo[d]thiazol-5-yl trifluoromethanesulfonate (225 mg, 0.34 mmol), bis(neopentyl)glycolatodiboron (180 mg, 0.8 mmol) and potassium acetate (100 mg, 1.02 mmol) in anhydrous DMF (3.5 ml) was purged with N2 for 15 min. 1,1′-bis(diphenylphosphino)ferrocene palladium(II)chloride (30 mg, 0.034 mmol) was added, the reaction vessel was sealed and heated at 80° C. for 2 h. The reaction mixture was cooled to ambient temperature, treated ... Reactants: CN(C)c1ccncc1, COC(=O)Cl, CC1(c2cc(F)ccc2O)CCCCC1. Product: COC(=O)Oc1ccc(F)cc1C1(C)CCCCC1. Reaction SMILES: [CH3:21][N:22]([c:23]1[cH:24][cH:25][n:26][cH:27][cH:28]1)[CH3:29].[Cl:16][C:17](=[O:18])[O:19][CH3:20].[F:1][c:2]1[cH:3][c:4]([C:9]2([CH3:15])[CH2:10][CH2:11][CH2:12][CH2:13][CH2:14]2)[c:5]([OH:8])[cH:6][cH:7]1>>[F:1][c:2]1[cH:3][c:4]([C:9]2([CH3:15])[CH2:10][CH2:11][CH2:12][CH2:13][CH2:14]2)[c:5]([O:8][C:17](=[O:18])[O:19][CH3:20])[cH:6][cH:7]1.